Dataset: the Open Reaction Database (ORD), a public repository of structured organic reaction records. Task: describe an organic reaction: reactants, conditions, products, and yield Reactants: [OH-].[Na+] (sodium hydroxide), FC1=CC2=C(N=C3C=CC=CC3=C2C=C1)C (8-fluoro-6-methylphenanthridine), COC1=CC=C(C=C1)S(=O)(=O)Cl (4-methoxybenzenesulfonyl chloride), B.CSC (borane methyl sulfide), B1(N2CCC[C@@H]2C(O1)(C3=CC=CC=C3)C4=CC=CC=C4)C ((R)-2-methyl-CBS-oxazaborolidine). Run in ClCCl (dichloromethane), ClCCl (dichloromethane). Product: FC=1C=C2[C@@H](N(C=3C=CC=CC3C2=CC1)S(=O)(=O)C1=CC=C(C=C1)OC)C ((S)-8-Fluoro-5-[(4-methoxyphenyl)sulfonyl]-6-methyl-5,6-dihydrophenanthridine). Isolated yield 53.3%. As a reaction SMILES: [F:1][C:2]1[CH:15]=[CH:14][C:13]2[C:4](=[C:5]([CH3:16])[N:6]=[C:7]3[C:12]=2[CH:11]=[CH:10][CH:9]=[CH:8]3)[CH:3]=1.[CH3:17][O:18][C:19]1[CH:24]=[CH:23][C:22]([S:25](Cl)(=[O:27])=[O:26])=[CH:21][CH:20]=1.B.CSC.B1(C)OC(C2C=CC=CC=2)(C2C=CC=CC=2)[C@@H]2N1CCC2.[OH-].[Na+]>ClCCl>[F:1][C:2]1[CH:3]=[C:4]2[C:13](=[CH:14][CH:15]=1)[C:12]1[CH:11]=[CH:10][CH:9]=[CH:8][C:7]=1[N:6]([S:25]([C:22]1[CH:21]=[CH:20][C:19]([O:18][CH3:17])=[CH:24][CH:23]=1)(=[O:27])=[O:26])[C@H:5]2[CH3:16] |f:2.3,5.6|. Procedure details: A solution of 8-fluoro-6-methylphenanthridine (0.5 g, 2.4 mmol) and 4-methoxybenzenesulfonyl chloride (0.514 g, 2.49 mmol) in dichloromethane (5 mL) was added to a solution of borane-methyl sulfide (0.142 mL, 1.42 mmol, 10 M solution in methyl sulfide) and (R)-2-methyl-CBS-oxazaborolidine (0.47 mL, 0.4734 mmol, 1.0 M solution in toluene) in dry dichloromethane (6 mL) over the course of three hours at room temperature. The reaction mixture was stirred for twelve hours and then a solution of aqueo... The reactants are CCOC(=O)C(=O)OCC, [Li]CCCC, Cn1nnnc1S, Cl, C1CCOC1. Yields the product CCOC(=O)C(=O)Cn1nnnc1S. Reaction SMILES: [C:13]([C:14](=[O:15])[O:16][CH2:17][CH3:18])(=[O:19])[O:20][CH2:21][CH3:22].[CH2:8]([Li:9])[CH2:10][CH2:11][CH3:12].[CH3:1][n:2]1[n:3][n:4][n:5][c:6]1[SH:7].[ClH:23].[O:24]1[CH2:25][CH2:26][CH2:27][CH2:28]1>>[CH2:1]([n:2]1[n:3][n:4][n:5][c:6]1[SH:7])[C:13]([C:14](=[O:15])[O:16][CH2:17][CH3:18])=[O:19]. The reactants are FC=1C=CC(=C(C(=O)O)C1)I (5-fluoro-2-iodo-benzoic acid), CO (methanol), S(O)(O)(=O)=O (sulfuric acid). Reaction conditions: temperature 65 celsius, time 15 hour. Product: COC(C1=C(C=CC(=C1)F)I)=O (5-Fluoro-2-iodo-benzoic acid methyl ester). The yield is 95.0%. RXN SMILES: [F:1][C:2]1[CH:3]=[CH:4][C:5]([I:11])=[C:6]([CH:10]=1)[C:7]([OH:9])=[O:8].S(=O)(=O)(O)O.[CH3:17]O>>[CH3:17][O:8][C:7](=[O:9])[C:6]1[CH:10]=[C:2]([F:1])[CH:3]=[CH:4][C:5]=1[I:11]. Procedure: To a 500 mL round-bottomed flask was added 5-fluoro-2-iodo-benzoic acid (23 g, 86.5 mmol) in methanol (230 mL). To the resulting solution was added conc. sulfuric acid (2.3 mL, 43.2 mmol). The reaction mixture was warmed to 65° C. and stirred for 15 h. The resulting mixture was concentrated under reduced pressure to give crude product which was then was partitioned between EtOAc (250 mL) and a half sat. Na2CO3(aq) solution (250 mL). The layers were thoroughly mixed and then separated. The organi...